describe an organic reaction: reactants, conditions, products, and yield From a dataset of the Open Reaction Database (ORD), a public repository of structured organic reaction records. Starting materials: ClC=1C(=CC(=NC1)N)N1CCOCC1 (5-Chloro-4-morpholinopyridin-2-amine), BrN1CC(=NC=C1)C#N (4-bromo-cyanopyrazine), [Na] (sodium), [O-]CCCC (butoxide), C=1C=CC(=CC1)P(C=2C=CC=CC2)C3=CC=C4C=CC=CC4=C3C5=C6C=CC=CC6=CC=C5P(C=7C=CC=CC7)C=8C=CC=CC8 (BINAP). Reagents/catalysts: CC(=O)[O-].CC(=O)[O-].[Pd+2] (Pd(OAc)2). Run in C1(=CC=CC=C1)C (toluene), CN(C)C=O (DMF). Run at temperature 140 celsius. The product is ClC=1C(=CC(=NC1)NC=1N=CC(=NC1)C#N)N1CCOCC1 (5-(5-chloro-4-morpholinopyridin-2-ylamino)pyrazine-2-carbonitrile). The yield is 31.6%. Reaction SMILES: [Cl:1][C:2]1[C:3]([N:9]2[CH2:14][CH2:13][O:12][CH2:11][CH2:10]2)=[CH:4][C:5]([NH2:8])=[N:6][CH:7]=1.Br[N:16]1[CH:21]=[CH:20][N:19]=[C:18]([C:22]#[N:23])[CH2:17]1.[Na].[O-]CCCC.C1C=CC(P(C2C(C3C(P(C4C=CC=CC=4)C4C=CC=CC=4)=CC=C4C=3C=CC=C4)=C3C(C=CC=C3)=CC=2)C2C=CC=CC=2)=CC=1>C1(C)C=CC=CC=1.CC([O-])=O.CC([O-])=O.[Pd+2].CN(C=O)C>[Cl:1][C:2]1[C:3]([N:9]2[CH2:14][CH2:13][O:12][CH2:11][CH2:10]2)=[CH:4][C:5]([NH:8][C:21]2[N:16]=[CH:17][C:18]([C:22]#[N:23])=[N:19][CH:20]=2)=[N:6][CH:7]=1 |f:6.7.8,^1:23|. Reported procedure: 5-Chloro-4-morpholinopyridin-2-amine (68 mg, 0.31 mmol), 4-bromo-cyanopyrazine (30 mg, 0.20 mmol), sodium Pert-butoxide (45 mg, 0.47 mmol), Pd(OAc)2 (3 mg, 0.01 mmol) and BINAP (0.030 g, 0.05 mmol) were mixed under argon atmosphere before addition of mixture of DMF in toluene (2:1, 0.7 mL). The reaction mixture was heated to 140° C. by microwave irradiation for 20 minutes. The reaction mixture was purified by ion exchange chromatography on SCX-II acidic resin (500 mg) eluting with methanol, then... Reactants: [H-].[H-].[H-].[H-].[Li+].[Al+3] (LiAlH4), OC1=CC=C(C=C1)C(C(=O)O)C1=CC=C(C=C1)O (2,2-bis(4-hydroxyphenyl)acetic acid), O1CCCC1 (tetrahydrofuran), Cl (HCl), [H-].[H-].[H-].[H-].[Li+].[Al+3] (LiAlH4). Solvent: O (water), C(C(C)C)C(=O)C (methyl isobutyl ketone). Reaction conditions: temperature 65 celsius, time 6 day. Yields the product OC1=CC=C(C=C1)C(CO)C1=CC=C(C=C1)O (2,2-bis(4-hydroxyphenyl)ethanol). The yield is 106.7%. RXN SMILES: [OH:1][C:2]1[CH:7]=[CH:6][C:5]([CH:8]([C:12]2[CH:17]=[CH:16][C:15]([OH:18])=[CH:14][CH:13]=2)[C:9](O)=[O:10])=[CH:4][CH:3]=1.O1CCCC1.[H-].[H-].[H-].[H-].[Li+].[Al+3].Cl>C(C(C)=O)C(C)C.O>[OH:1][C:2]1[CH:7]=[CH:6][C:5]([CH:8]([C:12]2[CH:13]=[CH:14][C:15]([OH:18])=[CH:16][CH:17]=2)[CH2:9][OH:10])=[CH:4][CH:3]=1 |f:2.3.4.5.6.7|. Procedure: To a 2-liter Morton flask equipped with a mechanical stirrer and a half-moon paddle is charged 30.50 g (0.125 mole) of 2,2-bis(4-hydroxyphenyl)acetic acid and 1 L of tetrahydrofuran (THF) under a nitrogen atmosphere. LiAlH4 (18.9 g, 0.5 mole) is added with stirring to the reaction mixture over a period of six days. The reaction temperature is about 25° C. at the outset and is increased to 65° C. after one day and maintained at that temperature throughout the remaining five days of the addition o... Reactants: NC1=C(C2=C(N=CN2)C(=C1)C)CC (5-amino-4-ethyl-7-methylbenzimidazole), C1=CC=NC(=C1)OC(=S)OC2=CC=CC=N2 (di-2-pyridyl thionocarbonate). Reagents/catalysts: CN(C1=CC=NC=C1)C (4-dimethylaminopyridine). Run in C(C)(=O)OCC (ethyl acetate), CO (methanol), C(C)(=O)OCC (ethyl acetate). Conditions: time 3 hour. Product: C(C)C1=C(C=C(C=2N=CNC21)C)N=C=S (4-ethyl-5-isothiocyanato-7-methylbenzimidazole). RXN SMILES: C1C=C(O[C:8](OC2N=CC=CC=2)=[S:9])N=CC=1.[NH2:17][C:18]1[CH:26]=[C:25]([CH3:27])[C:21]2[N:22]=[CH:23][NH:24][C:20]=2[C:19]=1[CH2:28][CH3:29]>CN(C)C1C=CN=CC=1.C(OCC)(=O)C.CO>[CH2:28]([C:19]1[C:20]2[NH:24][CH:23]=[N:22][C:21]=2[C:25]([CH3:27])=[CH:26][C:18]=1[N:17]=[C:8]=[S:9])[CH3:29]. Reported procedure: To a mixture of di-2-pyridyl thionocarbonate (0.72 g, 3.11 mmol) and 4-dimethylaminopyridine (0.02 g) in ethyl acetate (50 mL) is added dropwise a solution of 5-amino-4-ethyl-7-methylbenzimidazole (0.42 g, 2.39 mmol) in ethyl acetate (20 mL) and methanol (5 mL). The mixture is stirred at room temperature for 3 hours, then rotary evaporated. The residue is purified by filtration on a short pad of silica gel, eluting with ethyl acetate, to afford 4-ethyl-5-isothiocyanato-7-methylbenzimidazole as a... The reactants are O (water), C(C)O[Si](OCC)(OCC)OCC (tetraethoxysilane), C(C)O[Nb](OCC)(OCC)(OCC)OCC (pentaethoxyniobium), C(C)O[Nb](OCC)(OCC)(OCC)OCC (pentaethoxyniobium), C(CCCCCCCCCCC)N (dodecylamine). The solvent is C(C)O (ethanol), C(C)O (ethanol), C(C)O (ethanol). Run at time 5 hour. Product: [Si]([O-])([O-])([O-])[O-].[Nb+5].[Si]([O-])([O-])([O-])[O-].[Si]([O-])([O-])([O-])[O-].[Si]([O-])([O-])([O-])[O-].[Si]([O-])([O-])([O-])[O-].[Nb+5].[Nb+5].[Nb+5] (niobium silicate). Reaction SMILES: O.C(N)CCCCCCCCCCC.C([O:17][Si:18]([O:25]CC)([O:22]CC)[O:19]CC)C.C(O[Nb:31](OCC)(OCC)(OCC)OCC)C>C(O)C>[Si:18]([O-:25])([O-:22])([O-:19])[O-:17].[Nb+5:31].[Si:18]([O-:25])([O-:22])([O-:19])[O-:17].[Si:18]([O-:25])([O-:22])([O-:19])[O-:17].[Si:18]([O-:25])([O-:22])([O-:19])[O-:17].[Si:18]([O-:25])([O-:22])([O-:19])[O-:17].[Nb+5:31].[Nb+5:31].[Nb+5:31] |f:5.6.7.8.9.10.11.12.13|. Procedure: 150 g of distilled water, 120 g of ethanol and 30 g of dodecylamine were put and dissolved in a 1 L beaker. 62 g of tetraethoxysilane and a solution of pentaethoxyniobium in ethanol (a solution of 9.5 g of pentaethoxyniobium in 5 g of ethanol) were added to the solution while stirring, and the mixture was stirred at room temperature for 22 h. Thereafter, the reaction product was filtrated, washed with water, dried in hot air at 100° C. for 5 h, and thereafter calcined in air at 550° C. for 5 h t... Reactants: C([O-])(O)=O.[Na+] (sodium bicarbonate), Cl.C(C1=CC=CC=C1)NC1CC2=C(CCC1)C=CC(=C2)O (N-benzyl-(3-hydroxy-6,7,8,9-tetrahydro-5H-benzocyclohepten-6-yl)amine hydrochloride), O(C1=CC=CC=C1)C[C@@H]1CO1 ((2S)-1-phenoxy-2,3-epoxypropane), FC(S(=O)(=O)[O-])(F)F.[Yb+3].FC(S(=O)(=O)[O-])(F)F.FC(S(=O)(=O)[O-])(F)F (ytterbium(III) trifluoromethanesulfonate). Run in ClCCl (dichloromethane). Run at time 3 hour. Product: C(C1=CC=CC=C1)N(C1CC2=C(CCC1)C=CC(=C2)O)C[C@@H](COC2=CC=CC=C2)O ((2S)-1-[N-benzyl-N-(3-hydroxy-6,7,8,9-tetrahydro-5H-benzocyclohepten-6-yl)amino]-3-phenoxy-2-propanol). Isolated yield 82.5%. Reaction SMILES: Cl.[CH2:2]([NH:9][CH:10]1[CH2:16][CH2:15][CH2:14][C:13]2[CH:17]=[CH:18][C:19]([OH:21])=[CH:20][C:12]=2[CH2:11]1)[C:3]1[CH:8]=[CH:7][CH:6]=[CH:5][CH:4]=1.[O:22]([CH2:29][C@H:30]1[O:32][CH2:31]1)[C:23]1[CH:28]=[CH:27][CH:26]=[CH:25][CH:24]=1.FC(F)(F)S([O-])(=O)=O.[Yb+3].FC(F)(F)S([O-])(=O)=O.FC(F)(F)S([O-])(=O)=O.C(=O)(O)[O-].[Na+]>ClCCl>[CH2:2]([N:9]([CH2:31][C@H:30]([OH:32])[CH2:29][O:22][C:23]1[CH:28]=[CH:27][CH:26]=[CH:25][CH:24]=1)[CH:10]1[CH2:16][CH2:15][CH2:14][C:13]2[CH:17]=[CH:18][C:19]([OH:21])=[CH:20][C:12]=2[CH2:11]1)[C:3]1[CH:4]=[CH:5][CH:6]=[CH:7][CH:8]=1 |f:0.1,3.4.5.6,7.8|. Procedure details: under nitrogen, to a solution of N-benzyl-(3-hydroxy-6,7,8,9-tetrahydro-5H-benzocyclohepten-6-yl)amine hydrochloride (300 mg) and (2S)-1-phenoxy-2,3-epoxypropane (193 mg) in dichloromethane (10 ml) was added ytterbium(III) trifluoromethanesulfonate (61 mg) at room temperature, and the mixture was stirred at the same temperature for 3 hours. The resulting mixture was poured into saturated aqueous sodium bicarbonate solution and extracted with ethyl acetate. The organic layer was washed with brine... Reactants: O[C@H](C)[C@@H]1[C@@H]2N(C(=C([C@@H]2C)OP(=O)(C2=CC=CC=C2)C2=CC=CC=C2)C(=O)OCC2=CC=C(C=C2)[N+](=O)[O-])C1=O (4-nitrobenzyl (1R,5R,6S)-6-[(1R)-1-hydroxyethyl]-1-methyl-2-(diphenylphosphoryloxy)-1-carbapen-2-em-3-carboxylate), OC(CC(=O)N1C[C@@H](CC1)N(C(=O)OCC1=CC=C(C=C1)[N+](=O)[O-])C)[C@H]1N(C[C@H](C1)S)C(=O)OCC1=CC=C(C=C1)[N+](=O)[O-] ((2S,4S)-2-[1-hydroxy-2-[(3R)-3-(N-methyl-N-4-nitrobenzyloxycarbonylamino)pyrrolidin-1-ylcarbonyl]ethyl]-4-mercapto-1-(4-nitrobenzyloxycarbonyl)pyrrolidine). Yields the product O[C@H](C)[C@@H]1[C@@H]2N(C(=C([C@@H]2C)S[C@H]2C[C@H](N(C2)C(=O)OCC2=CC=C(C=C2)[N+](=O)[O-])C(CC(=O)N2C[C@H](CC2)N(C(=O)OCC2=CC=C(C=C2)[N+](=O)[O-])C)O)C(=O)OCC2=CC=C(C=C2)[N+](=O)[O-])C1=O (4-nitrobenzyl (1R,5S,6S)-6-[(1R)-1-hydroxyethyl]-2-[(2S,4S)-2-[1-hydroxy-2-[(3S)-3-(N-methyl-N-4-nitrobenzyloxycarbonylamino)pyrrolidin-1-ylcarbonyl]ethyl]-1-(4-nitrobenzyloxycarbonyl)pyrrolidin-4-ylthio]-1-methyl-1-carbapen-2-em-3-carboxylate). The yield is 71.7%. Reaction SMILES: [OH:1][C@@H:2]([C@H:4]1[C:39](=[O:40])[N:6]2[C:7]([C:26]([O:28][CH2:29][C:30]3[CH:35]=[CH:34][C:33]([N+:36]([O-:38])=[O:37])=[CH:32][CH:31]=3)=[O:27])=[C:8](OP(C3C=CC=CC=3)(C3C=CC=CC=3)=O)[C@H:9]([CH3:10])[C@H:5]12)[CH3:3].[OH:41][CH:42]([C@@H:66]1[CH2:70][C@H:69]([SH:71])[CH2:68][N:67]1[C:72]([O:74][CH2:75][C:76]1[CH:81]=[CH:80][C:79]([N+:82]([O-:84])=[O:83])=[CH:78][CH:77]=1)=[O:73])[CH2:43][C:44]([N:46]1[CH2:50][CH2:49][C@@H:48]([N:51]([CH3:65])[C:52]([O:54][CH2:55][C:56]2[CH:61]=[CH:60][C:59]([N+:62]([O-:64])=[O:63])=[CH:58][CH:57]=2)=[O:53])[CH2:47]1)=[O:45]>>[OH:1][C@@H:2]([C@H:4]1[C:39](=[O:40])[N:6]2[C:7]([C:26]([O:28][CH2:29][C:30]3[CH:31]=[CH:32][C:33]([N+:36]([O-:38])=[O:37])=[CH:34][CH:35]=3)=[O:27])=[C:8]([S:71][C@@H:69]3[CH2:68][N:67]([C:72]([O:74][CH2:75][C:76]4[CH:77]=[CH:78][C:79]([N+:82]([O-:84])=[O:83])=[CH:80][CH:81]=4)=[O:73])[C@H:66]([CH:42]([OH:41])[CH2:43][C:44]([N:46]4[CH2:50][CH2:49][C@H:48]([N:51]([CH3:65])[C:52]([O:54][CH2:55][C:56]5[CH:57]=[CH:58][C:59]([N+:62]([O-:64])=[O:63])=[CH:60][CH:61]=5)=[O:53])[CH2:47]4)=[O:45])[CH2:70]3)[C@H:9]([CH3:10])[C@H:5]12)[CH3:3]. Reported procedure: By using 4-nitrobenzyl (1R,5R,6S)-6-[(1R)-1-hydroxyethyl]-1-methyl-2-(diphenylphosphoryloxy)-1-carbapen-2-em-3-carboxylate (819 mg) and (2S,4S)-2-[1-hydroxy-2-[(3R)-3-(N-methyl-N-4-nitrobenzyloxycarbonylamino)pyrrolidin-1-ylcarbonyl]ethyl]-4-mercapto-1-(4-nitrobenzyloxycarbonyl)pyrrolidine (830 mg), reaction and purification were carried out in a similar manner to that described in Example 40-(1), whereby 4-nitrobenzyl (1R,5S,6S)-6-[(1R)-1-hydroxyethyl]-2-[(2S,4S)-2-[1-hydroxy-2-[(3S)-3-(N-methy... Reaction SMILES: [C:1]([C:8]1[CH:17]=[C:16]([O:18][CH3:19])[CH:15]=[CH:14][C:9]=1[C:10]([O:12]C)=O)#[C:2][CH2:3][CH2:4][CH2:5][CH2:6][CH3:7].Cl.[CH3:21][NH:22][O:23][CH3:24].[Li]CCCC>>[C:1]([C:8]1[CH:17]=[C:16]([O:18][CH3:19])[CH:15]=[CH:14][C:9]=1[C:10]([N:22]([CH3:21])[O:23][CH3:24])=[O:12])#[C:2][CH2:3][CH2:4][CH2:5][CH2:6][CH3:7] |f:1.2|. Yield: 78.0%. The reactants are C(#CCCCCC)C1=C(C(=O)OC)C=CC(=C1)OC (Methyl 2-(1-heptyn-1-yl)-4-(methyloxy)benzoate), Cl.CNOC (N,O-dimethylhydroxylamine hydrochloride), [Li]CCCC (nBuLi). The product is C(#CCCCCC)C1=C(C(=O)N(OC)C)C=CC(=C1)OC (2-(1-Heptyn-1-yl)-N-methyl-N,4-bis(methyloxy)benzamide). Procedure: Treatment of methyl 2-(1-heptyn-1-yl)-4-(methyloxy)benzoate (110) (0.67 g, 2.57 mmol) with a mixture of N,O-dimethylhydroxylamine hydrochloride and nBuLi gave 0.58 g (78%) of the title compound (111) as a yellow oil. 1H NMR (300 MHz, CDCl3): δ 0.93 (t, J=7.0 Hz, 3H), 1.30-1.50 (m, 4H), 1.60-1.70 (m, 2H), 2.41 (t, J=7.1 Hz, 2H), 3.31 (br s, 3H), 3.64 (br s, 3H), 3.83 (s, 3H), 6.86 (dd, J1=8.5 Hz, J2=2.5 Hz, 1H), 6.96 (d, J=2.6 Hz, 1H), 7.27 (d, J=8.6 Hz, 1H). LCMS (ESI): m/z 290 (M+H)+. RXN SMILES: C[C@@H]1C[C@@H]([C@H](O)CC2C[C:16](=O)[NH:15][C:13](=O)C2)C(=O)[C@@H](C)C1.[CH2:21]([O:28][C:29]1C=C2C(=CC=1)C=C(C=O)C=C2)[C:22]1C=CC=CC=1.[CH:41]([C:43]1[CH:44]=[C:45]2[C:49](=[CH:50][CH:51]=1)[CH:48]([O:52][CH:53]1[CH2:58][CH2:57][CH2:56][CH2:55][O:54]1)[CH2:47][CH2:46]2)=[O:42]>>[CH3:13][N:15]([CH2:22][CH2:21][O:28][CH2:29][CH:41]([C:43]1[CH:44]=[C:45]2[C:49](=[CH:50][CH:51]=1)[CH:48]([O:52][CH:53]1[CH2:58][CH2:57][CH2:56][CH2:55][O:54]1)[CH2:47][CH2:46]2)[OH:42])[CH3:16]. Procedure: The same procedure as in (1) and (2) of Production Example 28 was repeated, except that the 6-benzyloxy-2-naphthaldehyde was replaced by 5-formyl-1-(tetrahydropyran-2-yloxy)indane, to obtain oily 2-[2-(N,N-dimethylamino)ethoxy]-1-[1-(tetrahydropyran-2-yloxy)indan-5-yl]ethanol (compound No. 294). Reactants: ( 1 ), C(=O)C=1C=C2CCC(C2=CC1)OC1OCCCC1 (5-formyl-1-(tetrahydropyran-2-yloxy)indane), C[C@H]1C[C@@H](C(=O)[C@@H](C1)[C@@H](CC2CC(=O)NC(=O)C2)O)C (cycloheximide), C(C1=CC=CC=C1)OC=1C=C2C=CC(=CC2=CC1)C=O (6-benzyloxy-2-naphthaldehyde). The product is CN(C)CCOCC(O)C=1C=C2CCC(C2=CC1)OC1OCCCC1 (2-[2-(N,N-dimethylamino)ethoxy]-1-[1-(tetrahydropyran-2-yloxy)indan-5-yl]ethanol). Starting materials: C[Si](CCOCN1C=CC2=CC=C(C=C12)C#N)(C)C (1-((2-(trimethylsilyl)ethoxy)methyl)-1H-indole-6-carbonitrile), CCCCCCC.C1CCOC1.C(C)C1=CC=CC=C1 (heptane THF ethylbenzene), C(=O)C1=C2C=CN(C2=C(C=C1OC)C)C(=O)OC(C)(C)C (tert-Butyl 4-formyl-5-methoxy-7-methyl-1H-indole-1-carboxylate). Run in C1CCOC1 (THF), [Li+].CC(C)[N-]C(C)C (LDA), C1CCOC1 (THF). Reaction conditions: temperature -78 celsius, time 30 minute. The product is C(C)(C)(C)OC(=O)N1C=CC2=C(C(=CC(=C12)C)OC)C(O)C=1N(C2=CC(=CC=C2C1)C#N)COCC[Si](C)(C)C ((±)-tert-Butyl-4-((6-cyano-1-((2-(trimethylsilyl)ethoxy)methyl)-1H-indol-2-yl)(hydroxy)methyl)-5-methoxy-7-methyl-1H-indole-1-carboxylate). As a reaction SMILES: [CH3:1][Si:2]([CH3:19])([CH3:18])[CH2:3][CH2:4][O:5][CH2:6][N:7]1[C:15]2[C:10](=[CH:11][CH:12]=[C:13]([C:16]#[N:17])[CH:14]=2)[CH:9]=[CH:8]1.CCCCCCC.C1COCC1.C(C1C=CC=CC=1)C.[CH:40]([C:42]1[C:50]([O:51][CH3:52])=[CH:49][C:48]([CH3:53])=[C:47]2[C:43]=1[CH:44]=[CH:45][N:46]2[C:54]([O:56][C:57]([CH3:60])([CH3:59])[CH3:58])=[O:55])=[O:41]>C1COCC1.[Li+].CC([N-]C(C)C)C>[C:57]([O:56][C:54]([N:46]1[C:47]2[C:43](=[C:42]([CH:40]([C:8]3[N:7]([CH2:6][O:5][CH2:4][CH2:3][Si:2]([CH3:19])([CH3:18])[CH3:1])[C:15]4[C:10]([CH:9]=3)=[CH:11][CH:12]=[C:13]([C:16]#[N:17])[CH:14]=4)[OH:41])[C:50]([O:51][CH3:52])=[CH:49][C:48]=2[CH3:53])[CH:44]=[CH:45]1)=[O:55])([CH3:60])([CH3:58])[CH3:59] |f:1.2.3,6.7|. Reported procedure: To a solution of 1-((2-(trimethylsilyl)ethoxy)methyl)-1H-indole-6-carbonitrile (424 mg, 1.55 mmol) in THF (0.7 mL), 1.8 M LDA in heptane/THF/ethylbenzene (139 mg, 1.29 mmol) was added at −78° C. The reaction was stirred at −78° C. for 30 minutes. tert-Butyl 4-formyl-5-methoxy-7-methyl-1H-indole-1-carboxylate (Example 19-D) (250 mg, 0.86 mmol) in THF (0.7 mL) was added at −78° C. The reaction was quenched with MeOH and then a saturated aq. ammonium chloride solution. The mixture was then diluted ...